This data is from the Open Reaction Database (ORD), a public repository of structured organic reaction records. The task is: describe an organic reaction: reactants, conditions, products, and yield Reactants: COc1ccccc1N1CCN(CCC2OCCc3ccccc32)CC1, CCN(C(C)C)C(C)C, ClCCC1OCCc2ccccc21, Cl, Cl, O, OCCO. Yields the product Cc1ccccc1N1CCN(CCC2OCCc3ccccc32)CC1, Cl, Cl. Reaction SMILES: [CH:17]1([CH2:27][CH2:28][N:29]2[CH2:30][CH2:31][N:32]([c:35]3[c:36]([O:41][CH3:42])[cH:37][cH:38][cH:39][cH:40]3)[CH2:33][CH2:34]2)[O:18][CH2:19][CH2:20][c:21]2[cH:22][cH:23][cH:24][cH:25][c:26]21.[CH:43]([N:44]([CH:45]([CH3:46])[CH3:47])[CH2:48][CH3:49])([CH3:50])[CH3:51].[Cl:1][CH2:2][CH2:3][CH:4]1[c:5]2[c:6]([cH:7][cH:8][cH:9][cH:10]2)[CH2:11][CH2:12][O:13]1.[ClH:15].[ClH:16].[OH2:14].[OH:52][CH2:53][CH2:54][OH:55]>>[CH3:2][c:36]1[c:35]([N:32]2[CH2:31][CH2:30][N:29]([CH2:28][CH2:27][CH:17]3[O:18][CH2:19][CH2:20][c:21]4[cH:22][cH:23][cH:24][cH:25][c:26]43)[CH2:34][CH2:33]2)[cH:40][cH:39][cH:38][cH:37]1.[ClH:15].[ClH:1]. Starting materials: CCCO, Cc1ccccc1, O=[N+]([O-])c1cnc2ccccc2c1Cl, N. Yields the product Nc1c([N+](=O)[O-])cnc2ccccc12. RXN SMILES: [CH2:23]([OH:24])[CH2:25][CH3:26].[CH3:16][c:17]1[cH:18][cH:19][cH:20][cH:21][cH:22]1.[N+:2](=[O:3])([O-:4])[c:5]1[cH:6][n:7][c:8]2[cH:9][cH:10][cH:11][cH:12][c:13]2[c:14]1[Cl:15].[NH3:1]>>[NH2:1][c:14]1[c:5]([N+:2](=[O:3])[O-:4])[cH:6][n:7][c:8]2[cH:9][cH:10][cH:11][cH:12][c:13]21. Reactants: BrC=1C=NC(=NC1)C(=O)NC (5-bromo-N-methylpyrimidine-2-carboxamide), C(C1=CC=CC=C1)OC(C=C)=O (acrylic acid benzyl ester), C1(=C(C=CC=C1)P(C1=C(C=CC=C1)C)C1=C(C=CC=C1)C)C (tri-o-tolyl phosphine), C(CCC)N(CCCC)CCCC (tributyl amine). Reagents/catalysts: CC(=O)[O-].CC(=O)[O-].[Pd+2] (Pd(OAc)2). Solvent: CN(C)C=O (DMF). Conditions: temperature 110 celsius. Yields the product C(C1=CC=CC=C1)OC(C=CC=1C=NC(=NC1)C(NC)=O)=O (3-(2-methylcarbamoyl-pyrimidin 5-yl)acrylic acid benzyl ester). Reaction SMILES: Br[C:2]1[CH:3]=[N:4][C:5]([C:8]([NH:10][CH3:11])=[O:9])=[N:6][CH:7]=1.[CH2:12]([O:19][C:20](=[O:23])[CH:21]=[CH2:22])[C:13]1[CH:18]=[CH:17][CH:16]=[CH:15][CH:14]=1.C1(C)C=CC=CC=1P(C1C=CC=CC=1C)C1C=CC=CC=1C.C(N(CCCC)CCCC)CCC>CN(C=O)C.CC([O-])=O.CC([O-])=O.[Pd+2]>[CH2:12]([O:19][C:20](=[O:23])[CH:21]=[CH:22][C:2]1[CH:3]=[N:4][C:5]([C:8](=[O:9])[NH:10][CH3:11])=[N:6][CH:7]=1)[C:13]1[CH:18]=[CH:17][CH:16]=[CH:15][CH:14]=1 |f:5.6.7|. Reported procedure: To a solution of 5-bromo-N-methylpyrimidine-2-carboxamide (0.14 g, 0.64 mmol) in DMF (5 mL) was added acrylic acid benzyl ester (0.13 g, 0.78 mmol), Pd(OAc)2 (14.3 mg), tri-o-tolyl phosphine (49 mg, 0.16 mmol), tributyl amine (0.48 g, 2.59 mmol). The reaction mixture was heated in microwave oven at 110° C. for 1 h. The reaction mixture was cooled to room temperature, partitioned in water (50 mL) and ethyl acetate (50 mL). Ethyl acetate layer was separated, dried (MgSO4), concentrated to give 3-(... The reactants are C(C)(C)(C)OC(=O)N[C@@H](C[C@@H](C(=O)OC(C)(C)C)CC1=CC=C(C=C1)O)C(=O)OC(C)(C)C (di-tert-butyl (4S)—N-(tert-butoxycarbonyl)-4-(4-hydroxybenzyl)-L-glutamate). Run in FC(C(=O)O)(F)F (trifluoro acetic acid). Run at time 2 day. Product: OC1=CC=C(C[C@@H](C[C@H](N)C(=O)O)C(=O)O)C=C1 ((4S)-4-[4-Hydroxybenzyl]-L-glutamic acid). RXN SMILES: C(OC([NH:8][C@H:9]([C:27]([O:29]C(C)(C)C)=[O:28])[CH2:10][C@H:11]([CH2:19][C:20]1[CH:25]=[CH:24][C:23]([OH:26])=[CH:22][CH:21]=1)[C:12]([O:14]C(C)(C)C)=[O:13])=O)(C)(C)C>FC(F)(F)C(O)=O>[OH:26][C:23]1[CH:22]=[CH:21][C:20]([CH2:19][C@H:11]([C:12]([OH:14])=[O:13])[CH2:10][C@@H:9]([C:27]([OH:29])=[O:28])[NH2:8])=[CH:25][CH:24]=1. Procedure details: To 0.35 g (0.75 mmol) of di-tert-butyl (4S)—N-(tert-butoxycarbonyl)-4-(4-hydroxybenzyl)-L-glutamate were added 10 mL of trifluoro acetic acid and the solution was stirred for 2 days at room temperature. The excess of trifluoro acetic acid was evaporated and the residue was taken up three times in tetrahydrofuran and then evaporated. The resulting oil was chromatographed on C-18 reversed phase silica gel using a water/acetonitrile gradient, the appropriate fractions were combined and concentrated... Reactants: C#CCBr, CN(C)C=O, Oc1cccnc1. The product is C#CCOc1cccnc1. As a reaction SMILES: [CH2:8]([C:9]#[CH:10])[Br:11].[CH3:12][N:13]([CH3:14])[CH:15]=[O:16].[OH:1][c:2]1[cH:3][n:4][cH:5][cH:6][cH:7]1>>[O:1]([c:2]1[cH:3][n:4][cH:5][cH:6][cH:7]1)[CH2:10][C:9]#[CH:8]. The reactants are CC(=O)Oc1cccc(NC(=O)N2CCN(c3nc(-c4ccccc4)ns3)CC2)c1, CO, [Na+], C1CCOC1, [OH-], O. The product is O=C(Nc1cccc(O)c1)N1CCN(c2nc(-c3ccccc3)ns2)CC1. As a reaction SMILES: [C:1](=[O:2])([CH3:3])[O:4][c:5]1[cH:6][c:7]([NH:11][C:12](=[O:13])[N:14]2[CH2:15][CH2:16][N:17]([c:20]3[n:21][c:22](-[c:25]4[cH:26][cH:27][cH:28][cH:29][cH:30]4)[n:23][s:24]3)[CH2:18][CH2:19]2)[cH:8][cH:9][cH:10]1.[CH3:39][OH:40].[Na+:32].[O:34]1[CH2:35][CH2:36][CH2:37][CH2:38]1.[OH-:31].[OH2:33]>>[OH:4][c:5]1[cH:6][c:7]([NH:11][C:12](=[O:13])[N:14]2[CH2:15][CH2:16][N:17]([c:20]3[n:21][c:22](-[c:25]4[cH:26][cH:27][cH:28][cH:29][cH:30]4)[n:23][s:24]3)[CH2:18][CH2:19]2)[cH:8][cH:9][cH:10]1. Reactants: ClC1=C(C(=NC=C1)N1N=CC=2C=3CCCCC3SC2C1=O)C=O (4-Chloro-2-{6-oxo-8-thia-4,5-diazatricyclo[7.4.0.02,7]trideca-1(9),2(7),3-trien-5-yl}pyridine-3-carbaldehyde), CN1C(C(=CC(=C1)B1OC(C(O1)(C)C)(C)C)NC1=NC=C(C=C1)N1CCN(CC1)C1COC1)=O (1-Methyl-3-(5-(4-(oxetan-3-yl)piperazin-1-yl)pyridin-2-ylamino)-5-(4,4,5,5-tetramethyl-1,3,2-dioxaborolan-2-yl)pyridin-2(1H)-one), K3PO4.3H2O, C1CCOC1 (THF). The reagents and catalysts are C1=CC=C(C=C1)P([C-]2C=CC=C2)C3=CC=CC=C3.C1=CC=C(C=C1)P([C-]2C=CC=C2)C3=CC=CC=C3.Cl[Pd]Cl.[Fe+2] (PdCl2(dppf)). Run in O (H2O). Run at temperature 70 celsius. Yields the product CN1C=C(C=C(C1=O)NC1=NC=C(C=C1)N1CCN(CC1)C1COC1)C1=C(C(=NC=C1)N1N=CC=2C=3CCCCC3SC2C1=O)C=O (4-[1-Methyl-5-(5-(4-(oxetan-3-yl)piperazin-1-yl)pyridin-2-ylamino)-6-oxo-1,6-dihydropyridin-3-yl]-2-{6-oxo-8-thia-4,5-diazatricyclo[7.4.0.02,7]trideca-1(9),2(7),3-trien-5-yl}pyridine-3-carbaldehyde). Yield: 53.0%. As a reaction SMILES: Cl[C:2]1[CH:7]=[CH:6][N:5]=[C:4]([N:8]2[C:20](=[O:21])[C:19]3[S:18][C:17]4[CH2:16][CH2:15][CH2:14][CH2:13][C:12]=4[C:11]=3[CH:10]=[N:9]2)[C:3]=1[CH:22]=[O:23].[CH3:24][N:25]1[CH:30]=[C:29](B2OC(C)(C)C(C)(C)O2)[CH:28]=[C:27]([NH:40][C:41]2[CH:46]=[CH:45][C:44]([N:47]3[CH2:52][CH2:51][N:50]([CH:53]4[CH2:56][O:55][CH2:54]4)[CH2:49][CH2:48]3)=[CH:43][N:42]=2)[C:26]1=[O:57].C1COCC1>C1C=CC(P(C2C=CC=CC=2)[C-]2C=CC=C2)=CC=1.C1C=CC(P(C2C=CC=CC=2)[C-]2C=CC=C2)=CC=1.Cl[Pd]Cl.[Fe+2].O>[CH3:24][N:25]1[C:26](=[O:57])[C:27]([NH:40][C:41]2[CH:46]=[CH:45][C:44]([N:47]3[CH2:52][CH2:51][N:50]([CH:53]4[CH2:54][O:55][CH2:56]4)[CH2:49][CH2:48]3)=[CH:43][N:42]=2)=[CH:28][C:29]([C:2]2[CH:7]=[CH:6][N:5]=[C:4]([N:8]3[C:20](=[O:21])[C:19]4[S:18][C:17]5[CH2:16][CH2:15][CH2:14][CH2:13][C:12]=5[C:11]=4[CH:10]=[N:9]3)[C:3]=2[CH:22]=[O:23])=[CH:30]1 |f:3.4.5.6|. Reported procedure: A round bottom flask was charged with 124a, 1-methyl-3-(5-(4-(oxetan-3-yl)piperazin-1-yl)pyridin-2-ylamino)-5-(4,4,5,5-tetramethyl-1,3,2-dioxaborolan-2-yl)pyridin-2(1H)-one 101l (271 mg, 0.58 mmol), PdCl2(dppf) (50 mg, 0.06 mmol), K3PO4.3H2O (323 mg, 1.16 mmol), THF (15 mL), and H2O (5 mL). After three cycles of vacuum/argon flush, the mixture was heated at 70° C. for 2 h. It was then filtered and the filtrate was evaporated in vacuo. The residue was purified on flash column chromatography eluti...